describe an organic reaction: reactants, conditions, products, and yield From a dataset of the Open Reaction Database (ORD), a public repository of structured organic reaction records. Reactants: CCOc1ccc(Oc2ncnc3c2cnn3C2CCNCC2)c(F)c1, CCN(C(C)C)C(C)C, CC(C)OC(=O)Cl, ClCCl, O=C(O)C(F)(F)F, O. Yields the product CCOc1ccc(Oc2ncnc3c2cnn3C2CCN(C(=O)OC(C)C)CC2)c(F)c1. As a reaction SMILES: [CH2:15]([CH3:16])[O:17][c:18]1[cH:19][c:20]([F:40])[c:21]([O:22][c:23]2[c:24]3[c:25]([n:26][cH:27][n:28]2)[n:29]([CH:32]2[CH2:33][CH2:34][NH:35][CH2:36][CH2:37]2)[n:30][cH:31]3)[cH:38][cH:39]1.[CH:41]([N:42]([CH:43]([CH3:44])[CH3:45])[CH2:46][CH3:47])([CH3:48])[CH3:49].[Cl:1][C:2](=[O:3])[O:4][CH:5]([CH3:6])[CH3:7].[Cl:51][CH2:52][Cl:53].[F:8][C:9]([F:10])([F:11])[C:12]([OH:13])=[O:14].[OH2:50]>>[C:2](=[O:3])([O:4][CH:5]([CH3:6])[CH3:7])[N:35]1[CH2:34][CH2:33][CH:32]([n:29]2[c:25]3[c:24]([c:23]([O:22][c:21]4[c:20]([F:40])[cH:19][c:18]([O:17][CH2:15][CH3:16])[cH:39][cH:38]4)[n:28][cH:27][n:26]3)[cH:31][n:30]2)[CH2:37][CH2:36]1.